This data is from the Open Reaction Database (ORD), a public repository of structured organic reaction records. The task is: describe an organic reaction: reactants, conditions, products, and yield The reactants are CCNCC, ClCCCl, C#CC(C)O, [Cu]I, CN1Cc2c(I)ncn2-c2ccccc2C1=O, Cl[Pd]Cl, c1ccc(P(c2ccccc2)c2ccccc2)cc1, c1ccc(P(c2ccccc2)c2ccccc2)cc1. The product is CC(O)C#Cc1ncn2c1CN(C)C(=O)c1ccccc1-2. Reaction SMILES: [CH2:23]([NH:24][CH2:25][CH3:26])[CH3:27].[CH2:28]([Cl:29])[CH2:30][Cl:31].[CH3:18][CH:19]([C:20]#[CH:21])[OH:22].[Cu:73][I:74].[I:1][c:2]1[n:3][cH:4][n:5]2[c:6]1[CH2:7][N:8]([CH3:17])[C:9](=[O:16])[c:10]1[c:11]-2[cH:12][cH:13][cH:14][cH:15]1.[Pd:32]([Cl:33])[Cl:34].[c:35]1([P:36]([c:37]2[cH:38][cH:39][cH:40][cH:41][cH:42]2)[c:43]2[cH:44][cH:45][cH:46][cH:47][cH:48]2)[cH:49][cH:50][cH:51][cH:52][cH:53]1.[c:54]1([P:55]([c:56]2[cH:57][cH:58][cH:59][cH:60][cH:61]2)[c:62]2[cH:63][cH:64][cH:65][cH:66][cH:67]2)[cH:68][cH:69][cH:70][cH:71][cH:72]1>>[c:2]1([C:21]#[C:20][CH:19]([CH3:18])[OH:22])[n:3][cH:4][n:5]2[c:6]1[CH2:7][N:8]([CH3:17])[C:9](=[O:16])[c:10]1[c:11]-2[cH:12][cH:13][cH:14][cH:15]1.